From a dataset of the Open Reaction Database (ORD), a public repository of structured organic reaction records. describe an organic reaction: reactants, conditions, products, and yield The reactants are C=CCI, CN1CCN(c2nc3ccc([N+](=O)[O-])cc3o2)CC1, CN(C)C=O. Product: C=CC[N+]1(C)CCN(c2nc3ccc([N+](=O)[O-])cc3o2)CC1, [I-]. Reaction SMILES: [CH2:20]([CH:21]=[CH2:22])[I:23].[CH3:1][N:2]1[CH2:3][CH2:4][N:5]([c:8]2[o:9][c:10]3[c:11]([n:12]2)[cH:13][cH:14][c:15]([N+:17](=[O:18])[O-:19])[cH:16]3)[CH2:6][CH2:7]1.[O:24]=[CH:25][N:26]([CH3:27])[CH3:28]>>[CH3:1][N+:2]1([CH2:20][CH:21]=[CH2:22])[CH2:3][CH2:4][N:5]([c:8]2[o:9][c:10]3[c:11]([n:12]2)[cH:13][cH:14][c:15]([N+:17](=[O:18])[O-:19])[cH:16]3)[CH2:6][CH2:7]1.[I-:23]. The reactants are O=C([O-])[O-], CCOC(=O)c1ccccc1NS(C)(=O)=O, CC#N, ClCCl, [Cs+], [Cs+], CI. The product is CCOC(=O)c1ccccc1N(C)S(C)(=O)=O. Reaction SMILES: [C:17](=[O:18])([O-:19])[O-:20].[CH2:1]([CH3:2])[O:3][C:4]([c:5]1[c:6]([NH:11][S:12](=[O:13])(=[O:14])[CH3:15])[cH:7][cH:8][cH:9][cH:10]1)=[O:16].[CH3:25][C:26]#[N:27].[Cl:28][CH2:29][Cl:30].[Cs+:21].[Cs+:22].[I:23][CH3:24]>>[CH2:1]([CH3:2])[O:3][C:4]([c:5]1[c:6]([N:11]([S:12](=[O:13])(=[O:14])[CH3:15])[CH3:17])[cH:7][cH:8][cH:9][cH:10]1)=[O:16]. Reactants: CCC1CC(CCc2ccc(Br)cc2)CN(C(=O)O)C1=O, C1CCOC1, S=P12SP3(=S)SP(=S)(S1)SP(=S)(S2)S3. Yields the product CCC1CC(CCc2ccc(Br)cc2)CN(C(=O)O)C1=S. RXN SMILES: [O:1]=[C:2]1[N:3]([C:19](=[O:20])[OH:21])[CH2:4][CH:5]([CH2:10][CH2:11][c:12]2[cH:13][cH:14][c:15]([Br:18])[cH:16][cH:17]2)[CH2:6][CH:7]1[CH2:8][CH3:9].[O:36]1[CH2:37][CH2:38][CH2:39][CH2:40]1.[P:22]12(=[S:23])[S:24][P:25]3(=[S:35])[S:26][P:27](=[S:33])([S:28][P:29](=[S:32])([S:30]3)[S:31]1)[S:34]2>>[C:2]1(=[S:23])[N:3]([C:19](=[O:20])[OH:21])[CH2:4][CH:5]([CH2:10][CH2:11][c:12]2[cH:13][cH:14][c:15]([Br:18])[cH:16][cH:17]2)[CH2:6][CH:7]1[CH2:8][CH3:9]. The reactants are CCO, CN1CCN(c2ccnc(Cl)n2)CC1, Nc1ccc2sc(NC(=O)c3ccccc3)nc2c1, [Na+], O=C([O-])O. Product: CN1CCN(c2ccnc(Nc3ccc4sc(NC(=O)c5ccccc5)nc4c3)n2)CC1. As a reaction SMILES: [CH3:39][CH2:40][OH:41].[Cl:20][c:21]1[n:22][cH:23][cH:24][c:25]([N:27]2[CH2:28][CH2:29][N:30]([CH3:33])[CH2:31][CH2:32]2)[n:26]1.[NH2:1][c:2]1[cH:3][cH:4][c:5]2[c:6]([n:7][c:8]([NH:10][C:11]([c:12]3[cH:13][cH:14][cH:15][cH:16][cH:17]3)=[O:18])[s:9]2)[cH:19]1.[Na+:34].[OH:35][C:36](=[O:37])[O-:38]>>[NH:1]([c:2]1[cH:3][cH:4][c:5]2[c:6]([n:7][c:8]([NH:10][C:11]([c:12]3[cH:13][cH:14][cH:15][cH:16][cH:17]3)=[O:18])[s:9]2)[cH:19]1)[c:21]1[n:22][cH:23][cH:24][c:25]([N:27]2[CH2:28][CH2:29][N:30]([CH3:33])[CH2:31][CH2:32]2)[n:26]1. Reactants: BrC=1C(=C(C(=O)[O-])C=CC1)I.[Na+] (sodium 3-bromo-2-iodobenzoate), BrC=1C(=C(C(=O)[O-])C=CC1)I.[Na+] (sodium 3-bromo-2-iodobenzoate), [H-].[Na+] (sodium hydride), sodium 2-bromoanilide, BrC1=C(N)C=CC=C1 (2-bromoaniline), [H-].[Na+] (sodium hydride). The reagents and catalysts are [Cu] (copper). The solvent is O1CCCC1 (tetrahydrofuran). Product: BrC=1C(=C(C(=O)O)C=CC1)NC1=C(C=CC=C1)Br (3-Bromo-2-(2-bromophenylamino)benzoic acid). The yield is 36.9%. As a reaction SMILES: [Br:1][C:2]1[C:3](I)=[C:4]([CH:8]=[CH:9][CH:10]=1)[C:5]([O-:7])=[O:6].[Na+].[H-].[Na+].[Br:15][C:16]1[CH:22]=[CH:21][CH:20]=[CH:19][C:17]=1[NH2:18]>O1CCCC1.[Cu]>[Br:1][C:2]1[C:3]([NH:18][C:17]2[CH:19]=[CH:20][CH:21]=[CH:22][C:16]=2[Br:15])=[C:4]([CH:8]=[CH:9][CH:10]=1)[C:5]([OH:7])=[O:6] |f:0.1,2.3|. Procedure details: A mixture of 16.0 g (46 mmol) of sodium 3-bromo-2-iodobenzoate [prepared from 15.0 g (46 mmol) of 3-bromo-2-iodobenzoic acid (XX) and 1.1 g (46 mmol) of sodium hydride], 19.5 g (100 mmol) of sodium 2-bromoanilide [prepared from 17.3 g (100 mmol) of 2-bromoaniline (XXI) and 2.4 g (100 mmol) of sodium hydride] and a spatula-tipfull of copper powder in 100 ml of tetrahydrofuran was heated to reflux for 9 h. The solvent was distilled off, the residue extracted with 0.5 M aqueous sodium hydroxide, an... The reactants are C(#N)C1=CC=C(C=C1)C1(CCN(CC1)C(=O)OC(C)(C)C)O (tert-butyl 4-(4-cyanophenyl)-4-hydroxypiperidine-1-carboxylate), C(#N)C1=CC=C(C=C1)C1(CCN(CC1)C(=O)OC(C)(C)C)O (tert-butyl 4-(4-cyanophenyl)-4-hydroxypiperidine-1-carboxylate), O=P(Cl)(Cl)Cl (POCl3). Run in N1=CC=CC=C1 (pyridine). Conditions: time 8 hour. Yields the product C(#N)C1=CC=C(C=C1)C1=CCN(CC1)C(=O)OC(C)(C)C (tert-Butyl 4-(4-cyanophenyl)-5,6-dihydropyridine-1(2H)-carboxylate). Isolated yield 74.5%. RXN SMILES: [C:1]([C:3]1[CH:8]=[CH:7][C:6]([C:9]2(O)[CH2:14][CH2:13][N:12]([C:15]([O:17][C:18]([CH3:21])([CH3:20])[CH3:19])=[O:16])[CH2:11][CH2:10]2)=[CH:5][CH:4]=1)#[N:2].O=P(Cl)(Cl)Cl>N1C=CC=CC=1>[C:1]([C:3]1[CH:4]=[CH:5][C:6]([C:9]2[CH2:14][CH2:13][N:12]([C:15]([O:17][C:18]([CH3:21])([CH3:20])[CH3:19])=[O:16])[CH2:11][CH:10]=2)=[CH:7][CH:8]=1)#[N:2]. Procedure details: Into a round-bottom flask, was placed a solution of tert-butyl 4-(4-cyanophenyl)-4-hydroxypiperidine-1-carboxylate (compound 1.2, 2 g, 6.61 mmol, 1.00 equiv) in pyridine (40 mL). POCl3 (10.16 g, 66.26 mmol, 10.02 equiv) was carefully added. The resulting mixture was stirred under nitrogen overnight at room temperature and then concentrated under vacuum. The residue was taken up in 20 mL of DCM, washed with 2×20 mL of sodium bicarbonate (aq), dried (Na2SO4), and concentrated under reduced pressur... Reactants: C1CCOC1, COC(=O)c1cc(Cl)ccc1NC(=O)CCCC(=O)N1CCN(C(c2ccccc2)c2ccccc2)CC1, [Na+], [OH-]. The product is O=C(CCCC(=O)N1CCN(C(c2ccccc2)c2ccccc2)CC1)Nc1ccc(Cl)cc1C(=O)O. As a reaction SMILES: [CH2:41]1[O:42][CH2:43][CH2:44][CH2:45]1.[CH:1]([c:2]1[cH:3][cH:4][cH:5][cH:6][cH:7]1)([c:8]1[cH:9][cH:10][cH:11][cH:12][cH:13]1)[N:14]1[CH2:15][CH2:16][N:17]([C:20]([CH2:21][CH2:22][CH2:23][C:24](=[O:25])[NH:26][c:27]2[c:28]([C:29](=[O:30])[O:31][CH3:32])[cH:33][c:34]([Cl:37])[cH:35][cH:36]2)=[O:38])[CH2:18][CH2:19]1.[Na+:40].[OH-:39]>>[CH:1]([c:2]1[cH:3][cH:4][cH:5][cH:6][cH:7]1)([c:8]1[cH:9][cH:10][cH:11][cH:12][cH:13]1)[N:14]1[CH2:15][CH2:16][N:17]([C:20]([CH2:21][CH2:22][CH2:23][C:24](=[O:25])[NH:26][c:27]2[c:28]([C:29](=[O:30])[OH:31])[cH:33][c:34]([Cl:37])[cH:35][cH:36]2)=[O:38])[CH2:18][CH2:19]1.